Dataset: the Open Reaction Database (ORD), a public repository of structured organic reaction records. Task: describe an organic reaction: reactants, conditions, products, and yield The reactants are C1COCCN1, ClCCCOc1ccc(-c2nnc(CSCCOc3ccccc3)o2)cc1. The product is c1ccc(OCCSCc2nnc(-c3ccc(OCCCN4CCOCC4)cc3)o2)cc1. As a reaction SMILES: [CH2:28]1[CH2:29][O:30][CH2:31][CH2:32][NH:33]1.[Cl:1][CH2:2][CH2:3][CH2:4][O:5][c:6]1[cH:7][cH:8][c:9](-[c:12]2[o:13][c:14]([CH2:17][S:18][CH2:19][CH2:20][O:21][c:22]3[cH:23][cH:24][cH:25][cH:26][cH:27]3)[n:15][n:16]2)[cH:10][cH:11]1>>[CH2:2]([CH2:3][CH2:4][O:5][c:6]1[cH:7][cH:8][c:9](-[c:12]2[o:13][c:14]([CH2:17][S:18][CH2:19][CH2:20][O:21][c:22]3[cH:23][cH:24][cH:25][cH:26][cH:27]3)[n:15][n:16]2)[cH:10][cH:11]1)[N:33]1[CH2:28][CH2:29][O:30][CH2:31][CH2:32]1. Reactants: [N+](=O)([O-])C(C)C(C(CCCC)CC)O (2-nitro-4-ethyl-3-octanol), [N+](=O)([O-])C(C)C(C(CCCC)CC)O (2-nitro-4-ethyl-3-octanol), stainless steel, NO.NC(C)C(C(CCCC)CC)O (2-amino-4-ethyl-3-octanol amino alcohol). Reagents/catalysts: [Ni] (Raney Nickel). Solvent: CO (methanol). Conditions: temperature 40 celsius, time 15 minute. Yields the product NC(C)C(C(CCCC)CC)O (2-amino-4-ethyl-3-octanol). RXN SMILES: [N+:1]([CH:4]([CH:6]([OH:14])[CH:7]([CH2:12][CH3:13])[CH2:8][CH2:9][CH2:10][CH3:11])[CH3:5])([O-])=O.NO.NC(C(O)C(CC)CCCC)C>[Ni].CO>[NH2:1][CH:4]([CH:6]([OH:14])[CH:7]([CH2:12][CH3:13])[CH2:8][CH2:9][CH2:10][CH3:11])[CH3:5] |f:1.2|. Reported procedure: Catalytic hydrogenation of the 2-nitro-4-ethyl-3-octanol to the 2-amino-4-ethyl-3-octanol amino alcohol. A sample of 2-amino-4-ethyl-3-octanol was synthesized by the reduction of the 2-nitro-4-ethyl-3-octanol by a Parr Autoclave unit. The stainless steel, 2 liter autoclave was loaded with Grace 3201 Raney Nickel (RaNi, 70 g wet, 35 g dry, 10 wt %) and methanol (MeOH, 300 g). The autoclave was sealed, assembled, purged with nitrogen then hydrogen, pressurized with hydrogen (750 psig), stirred at ... As a reaction SMILES: Cl[C:2]1[N:11]=[C:10]([NH:12][CH2:13][C:14]2([C:20]3[CH:25]=[CH:24][CH:23]=[CH:22][CH:21]=3)[CH2:19][CH2:18][CH2:17][CH2:16][CH2:15]2)[C:9]2[C:4](=[CH:5][CH:6]=[CH:7][CH:8]=2)[N:3]=1.[CH2:26]([NH2:28])[CH3:27]>O1CCCC1>[CH2:26]([NH:28][C:2]1[N:11]=[C:10]([NH:12][CH2:13][C:14]2([C:20]3[CH:21]=[CH:22][CH:23]=[CH:24][CH:25]=3)[CH2:19][CH2:18][CH2:17][CH2:16][CH2:15]2)[C:9]2[C:4](=[CH:5][CH:6]=[CH:7][CH:8]=2)[N:3]=1)[CH3:27]. Reaction conditions: temperature 60 celsius. The solvent is O1CCCC1 (tetrahydrofuran). Procedure details: (2-chloro-quinazolin-4-yl)-(1-phenyl-cyclohexylmethyl)-amine (0.052 g; 0.15 mmol) was treated with 1 mL of a 2 M solution of ethylamine in tetrahydrofuran. The reaction vessel was tightly sealed and the reaction mixture was heated at 60° C. for 24 h. The volatile components were removed under vacuum and the crude residue was purified directly be preparative HPLC to give 0.020 g of N2-ethyl-N4-(1-phenyl-cyclohexylmethyl)-quinazoline-2,4-diamine as a white solid. LCMS m/z=361.2 (M+H)+ Yields the product C(C)NC1=NC2=CC=CC=C2C(=N1)NCC1(CCCCC1)C1=CC=CC=C1 (N2-ethyl-N4-(1-phenyl-cyclohexylmethyl)-quinazoline-2,4-diamine). The reactants are ClC1=NC2=CC=CC=C2C(=N1)NCC1(CCCCC1)C1=CC=CC=C1 ((2-chloro-quinazolin-4-yl)-(1-phenyl-cyclohexylmethyl)-amine), solution, C(C)N (ethylamine).